This data is from the Open Reaction Database (ORD), a public repository of structured organic reaction records. The task is: describe an organic reaction: reactants, conditions, products, and yield The reactants are N1(C)C(=O)N(C)C=2N=CN(C2C1=O)CC(=O)O (theophylline-7-acetic acid), FC(CCCN)(F)F (4,4,4-trifluorobutan-1-amine), C1(CCCCC1)N=C=NC1CCCCC1 (N,N′-dicyclohexylcarbodiimide). Run in CS(=O)C (DMSO). Conditions: time 48 hour. Product: CN1C(N(C=2N=CN(C2C1=O)CC(=O)NCCCC(F)(F)F)C)=O (2-(1,3-dimethyl-2,6-dioxo-2,3-dihydro-1H-purin-7(6H)-yl)-N-(4,4,4-trifluorobutyl)acetamide). As a reaction SMILES: [N:1]1([C:12](=[O:13])[C:11]2[N:10]([CH2:14][C:15]([OH:17])=O)[CH:9]=[N:8][C:7]=2[N:5]([CH3:6])[C:3]1=[O:4])[CH3:2].[F:18][C:19]([F:25])([F:24])[CH2:20][CH2:21][CH2:22][NH2:23].C1(N=C=NC2CCCCC2)CCCCC1>CS(C)=O>[CH3:2][N:1]1[C:12](=[O:13])[C:11]2[N:10]([CH2:14][C:15]([NH:23][CH2:22][CH2:21][CH2:20][C:19]([F:25])([F:24])[F:18])=[O:17])[CH:9]=[N:8][C:7]=2[N:5]([CH3:6])[C:3]1=[O:4]. Procedure: 1 mmol from theophylline-7-acetic acid (238 mg) and 4,4,4-trifluorobutan-1-amine (127 mg) was dissolved in 3 ml of DMSO. An equimolar amount of N,N′-dicyclohexylcarbodiimide (206 mg) was added and the solution was stirred for 48 h at ambient temperature. The solvent was filtered and concentrated under high vacuum. The oily residue, dissolved in minimal amount of ethyl acetate was subjected to flash chromatography. The following eluents were used: ethyl acetate:petroleum ether (2:1), ethyl acetat... Starting materials: C(=O)C1=C(OCCCCCC2=CC(=NO2)C)C=CC(=C1)C=1OCCN1 (5-{5-[2-formyl-4-(4,5-dihydro-2-oxazolyl)phenoxy]pentyl}-3-methylisoxazole), N1CCCCC1 (piperidine), C(CCC)[Li] (n-butyllithium), [Br-].C1(=CC=CC=C1)P(C1=CC=CC=C1)C1=CC=CC=C1 (triphenylphosphine bromide). The solvent is O1CCCC1 (tetrahydrofuran), CCOCC (ether). Conditions: time 2 hour. Product: BrC=CC1=C(OCCCCCC2=CC(=NO2)C)C=CC(=C1)C=1OCCN1 (5-{5-[2-(2-bromoethenyl)-4-(4,5-dihydro-2-oxazolyl)phenoxy]pentyl}-3-methylisoxazole). As a reaction SMILES: N1CCCCC1.[CH2:7]([Li])[CH2:8][CH2:9][CH3:10].[Br-:12].C1(P(C2C=CC=CC=2)C2C=CC=CC=2)C=CC=CC=1.C([C:34]1[CH:51]=[C:50]([C:52]2[O:53][CH2:54][CH2:55][N:56]=2)C=C[C:35]=1[O:36][CH2:37][CH2:38][CH2:39][CH2:40][CH2:41][C:42]1[O:46][N:45]=[C:44]([CH3:47])[CH:43]=1)=O>CCOCC.O1CCCC1>[Br:12][CH:7]=[CH:8][C:9]1[CH:10]=[C:50]([C:52]2[O:53][CH2:54][CH2:55][N:56]=2)[CH:51]=[CH:34][C:35]=1[O:36][CH2:37][CH2:38][CH2:39][CH2:40][CH2:41][C:42]1[O:46][N:45]=[C:44]([CH3:47])[CH:43]=1 |f:2.3|. Reported procedure: To a solution of 1.255 g piperidine in 100 ml ether at 0° under nitrogen was added 12 ml n-butyllithium (1.23 m) followed by 5 g triphenylphosphine bromide. The mixture was then stirred two hours at room temperature and 4.78 g 5-{5-[2-formyl-4-(4,5-dihydro-2-oxazolyl)phenoxy]pentyl}-3-methylisoxazole (Example 70) in 35 ml tetrahydrofuran was added dropwise. The reaction mixture was kept overnight at room temperature and worked up by chromatography to give 0.53 g 5-{5-[2-(2-bromoethenyl)-4-(4,5-d... RXN SMILES: [OH:1][C:2]1[CH:3]=[C:4]2[C:9](=[CH:10][CH:11]=1)[NH:8][C:7](=[O:12])[CH2:6][CH2:5]2.[CH2:13]([OH:18])[CH:14]([OH:17])[CH2:15]Cl>>[OH:17][CH:14]([CH2:13][OH:18])[CH2:15][O:1][C:2]1[CH:3]=[C:4]2[C:9](=[CH:10][CH:11]=1)[NH:8][C:7](=[O:12])[CH2:6][CH2:5]2. Reported procedure: In the same manner as described in Example 7, 6-hydroxy-3,4-dihydrocarbostyril was reacted with gylcerol α-monochlorohydrin to give 6-(2,3-dihydroxy)propoxy-3,4-dihydrocarbostyril as white needle-like crystals having a melting point of 190° - 192° C. The reactants are OC=1C=C2CCC(NC2=CC1)=O (6-hydroxy-3,4-dihydrocarbostyril), C(C(CCl)O)O (α-monochlorohydrin). Product: OC(COC=1C=C2CCC(NC2=CC1)=O)CO (6-(2,3-dihydroxy)propoxy-3,4-dihydrocarbostyril). The reactants are CC(=O)O, CSc1nnc(-c2ccc3cnsc3c2)s1, CCOC(C)=O, [Na+], [Na], O=C([O-])O, O=[W](=O)([O-])[O-], O, OO. Product: CS(=O)(=O)c1nnc(-c2ccc3cnsc3c2)s1. RXN SMILES: [C:19]([OH:20])(=[O:21])[CH3:22].[CH3:1][S:2][c:3]1[n:4][n:5][c:6](-[c:8]2[cH:9][c:10]3[c:11]([cH:12][n:13][s:14]3)[cH:15][cH:16]2)[s:7]1.[CH3:29][CH2:30][O:31][C:32]([CH3:33])=[O:34].[Na+:28].[Na:35].[O-:24][C:25]([OH:26])=[O:27].[O-:36][W:37](=[O:38])(=[O:39])[O-:40].[OH2:23].[OH:17][OH:18]>>[CH3:1][S:2]([c:3]1[n:4][n:5][c:6](-[c:8]2[cH:9][c:10]3[c:11]([cH:12][n:13][s:14]3)[cH:15][cH:16]2)[s:7]1)(=[O:21])=[O:23].